describe an organic reaction: reactants, conditions, products, and yield From a dataset of the Open Reaction Database (ORD), a public repository of structured organic reaction records. Reactants: O=C([O-])O, CCOC(C)=O, COc1cc(C(=O)Cl)cc(OC)c1OC, COc1cc(CN2CCNCC2)cc(OC)c1OC, Cl, Cl, [Na+], O. The product is COc1cc(CN2CCN(C(=O)c3cc(OC)c(OC)c(OC)c3)CC2)cc(OC)c1OC, Cl. As a reaction SMILES: [C:22](=[O:23])([OH:24])[O-:25].[CH3:27][CH2:28][O:29][C:30](=[O:31])[CH3:32].[CH3:33][O:34][c:35]1[cH:36][c:37]([C:38](=[O:39])[Cl:40])[cH:41][c:42]([O:46][CH3:47])[c:43]1[O:44][CH3:45].[CH3:3][O:4][c:5]1[cH:6][c:7]([CH2:8][N:9]2[CH2:10][CH2:11][NH:12][CH2:13][CH2:14]2)[cH:15][c:16]([O:20][CH3:21])[c:17]1[O:18][CH3:19].[ClH:1].[ClH:2].[Na+:26].[OH2:48]>>[CH3:3][O:4][c:5]1[cH:6][c:7]([CH2:8][N:9]2[CH2:10][CH2:11][N:12]([C:38]([c:37]3[cH:36][c:35]([O:34][CH3:33])[c:43]([O:44][CH3:45])[c:42]([O:46][CH3:47])[cH:41]3)=[O:39])[CH2:13][CH2:14]2)[cH:15][c:16]([O:20][CH3:21])[c:17]1[O:18][CH3:19].[ClH:40]. Procedure details: To a solution of 75 mg (0.124 mmol) of tert-butyl (2R,5R)-2-(4-{[(2-amino-1,3-thiazol-4-yl)acetyl]amino}-3-bromobenzyl)-5-[(R)-hydroxy(phenyl)methyl]pyrrolidine-1-carboxylate (from Step A, Example 313) in 2.0 mL DCM was added 1.0 mL TFA and the reaction mixture stirred at room temperature for 2 h. Azeotrop with toluene (2×) to excess acid. The residue was then taken up in acetonitrile/water/MeOH (9:1:1) and purified on the Gilson HPLC eluting with a 10-90% gradient of acetonitrile/water with 0.0... Isolated yield 90.1%. Reactants: NC=1SC=C(N1)CC(=O)NC1=C(C=C(C[C@@H]2N([C@H](CC2)[C@@H](C2=CC=CC=C2)O)C(=O)OC(C)(C)C)C=C1)Br (Tert-butyl (2R,5R)-2-(4-{[(2-amino-1,3-thiazol-4-yl)acetyl]amino}-3-bromobenzyl)-5-[(R)-hydroxy(phenyl)methyl]pyrrolidine-1-carboxylate), C(=O)(C(F)(F)F)O (TFA), C1(=CC=CC=C1)C (toluene). Yields the product NC=1SC=C(N1)CC(=O)NC1=C(C=C(C=C1)C[C@@H]1N[C@H](CC1)[C@@H](C1=CC=CC=C1)O)Br (2-(2-Amino-1,3-thiazol-4-yl)-N-[2-bromo-4-({(2R,5R)-5-[(R)-hydroxy(phenyl)methyl]pyrrolidin-2-yl}methyl)phenyl]acetamide). Reaction SMILES: [NH2:1][C:2]1[S:3][CH:4]=[C:5]([CH2:7][C:8]([NH:10][C:11]2[CH:37]=[CH:36][C:14]([CH2:15][C@H:16]3[CH2:20][CH2:19][C@H:18]([C@H:21]([OH:28])[C:22]4[CH:27]=[CH:26][CH:25]=[CH:24][CH:23]=4)[N:17]3C(OC(C)(C)C)=O)=[CH:13][C:12]=2[Br:38])=[O:9])[N:6]=1.C(O)(C(F)(F)F)=O.C1(C)C=CC=CC=1>C(Cl)Cl.C(#N)C.O.CO>[NH2:1][C:2]1[S:3][CH:4]=[C:5]([CH2:7][C:8]([NH:10][C:11]2[CH:37]=[CH:36][C:14]([CH2:15][C@H:16]3[CH2:20][CH2:19][C@H:18]([C@H:21]([OH:28])[C:22]4[CH:23]=[CH:24][CH:25]=[CH:26][CH:27]=4)[NH:17]3)=[CH:13][C:12]=2[Br:38])=[O:9])[N:6]=1 |f:4.5.6|. Run in C(C)#N.O.CO (acetonitrile water MeOH), C(Cl)Cl (DCM). Reaction conditions: time 2 hour. The reactants are C(C)(=O)[O-].[Na+] (Sodium Acetate), Cl.NO (Hydroxylamine hydrochloride), CN1C(=NC2=C1C=CC=C2)C=O (1-Methyl-1H-benzoimidazole-2-carbaldehyde). The solvent is O (H2O), O (H2O). Reaction conditions: time 2 hour. Product: CN1C(=NC2=C1C=CC=C2)C=NO (1-Methyl-1H-benzoimidazole-2-carbaldehyde oxime). The yield is 88.1%. As a reaction SMILES: [CH3:1][N:2]1[C:6]2[CH:7]=[CH:8][CH:9]=[CH:10][C:5]=2[N:4]=[C:3]1[CH:11]=O.C([O-])(=O)C.[Na+].Cl.[NH2:19][OH:20]>O>[CH3:1][N:2]1[C:6]2[CH:7]=[CH:8][CH:9]=[CH:10][C:5]=2[N:4]=[C:3]1[CH:11]=[N:19][OH:20] |f:1.2,3.4|. Procedure details: To a stirred suspension of 1-Methyl-1H-benzoimidazole-2-carbaldehyde (980 mg, 6.61 mmol) in H2O (10 ml) was added a solution of Sodium Acetate (3.25 g, 39.68 mmol) and Hydroxylamine hydrochloride (1.38 g, 19.84 mmol) in 10 ml of H2O. The reaction was stirred at rt for 2 hr and the thick precipitate was collected by filtration, washed with water and dried under vacuum to give 1.02 g (94%) of a white solid. 1H NMR (DMSO-d6) δ 12.06 (1H, s), 8.28 (1H, s), 7.65 (1H, d, J=7.5 Hz), 7.60 (1H, d, J=6.8 ... Reactants: C1(CC1)C1=NC2=C(N1)CCC2=O (2-cyclopropyl-5,6-dihydrocyclopenta[d]imidazol-4(1H)-one), ClC1=CC=C(CBr)C=C1 (4-chlorobenzyl bromide), C1(=CC=CC=C1)C (toluene), [NH4+].[Cl-] (NH4Cl). Reagents/catalysts: [Br-].C(CCC)[N+](CCCC)(CCCC)CCCC (Tetrabutylammonium bromide). Run in [OH-].[Na+] (sodium hydroxide). Run at time 16 hour. Yields the product ClC1=CC=C(C=C1)CN1C(=NC2=C1C(CC2)=O)C2CC2 (3-[(4-chlorophenyl)methyl]-2-cyclopropyl-5,6-dihydrocyclopenta[d]imidazol-4(3H)-one). The yield is 49.5%. RXN SMILES: [CH:1]1([C:4]2[NH:8][C:7]3[CH2:9][CH2:10][C:11](=[O:12])[C:6]=3[N:5]=2)[CH2:3][CH2:2]1.[Cl:13][C:14]1[CH:21]=[CH:20][C:17]([CH2:18]Br)=[CH:16][CH:15]=1.C1(C)C=CC=CC=1.[NH4+].[Cl-]>[Br-].C([N+](CCCC)(CCCC)CCCC)CCC.[OH-].[Na+]>[Cl:13][C:14]1[CH:21]=[CH:20][C:17]([CH2:18][N:5]2[C:6]3[C:11](=[O:12])[CH2:10][CH2:9][C:7]=3[N:8]=[C:4]2[CH:1]2[CH2:3][CH2:2]2)=[CH:16][CH:15]=1 |f:3.4,5.6,7.8|. Procedure: Tetrabutylammonium bromide (270 mg) was added to a stirred mixture of Intermediate 28 (272 mg), 4-chlorobenzyl bromide (414 mg) in sodium hydroxide 20% aq. (3.09 mL) and toluene (10 mL). The RM was stirred at room temp under nitrogen atm. for 16 hours. Sat. NH4Cl aq. solution (50 mL) was added and the mixture was extracted with EtOAc (2×50 ml). The organics were combined, dried (hydrophobic frit) and concentrated under vacuum. The residue was purified on silica using a cyclohexane:ethyl acetate ... Reactants: CC(C)(C)O, COCCOc1c(S(C)(=O)=O)ccc(Cl)c1C, [Na+], [Na+], O=C([O-])[O-], O, c1ccc(P(CCCCP(c2ccccc2)c2ccccc2)c2ccccc2)cc1. As a reaction SMILES: [CH3:55][C:56]([OH:57])([CH3:58])[CH3:59].[Cl:2][c:3]1[c:4]([CH3:18])[c:5]([O:13][CH2:14][CH2:15][O:16][CH3:17])[c:6]([S:9](=[O:10])(=[O:11])[CH3:12])[cH:7][cH:8]1.[Na+:19].[Na+:20].[O-:21][C:22]([O-:23])=[O:24].[OH2:1].[c:25]1([P:26]([c:27]2[cH:28][cH:29][cH:30][cH:31][cH:32]2)[CH2:33][CH2:34][CH2:35][CH2:36][P:37]([c:38]2[cH:39][cH:40][cH:41][cH:42][cH:43]2)[c:44]2[cH:45][cH:46][cH:47][cH:48][cH:49]2)[cH:50][cH:51][cH:52][cH:53][cH:54]1>>[c:3]1([C:22](=[O:21])[OH:23])[c:4]([CH3:18])[c:5]([O:13][CH2:14][CH2:15][O:16][CH3:17])[c:6]([S:9](=[O:10])(=[O:11])[CH3:12])[cH:7][cH:8]1. The product is COCCOc1c(S(C)(=O)=O)ccc(C(=O)O)c1C.